From a dataset of the Open Reaction Database (ORD), a public repository of structured organic reaction records. describe an organic reaction: reactants, conditions, products, and yield Reactants: FC=1C(=NC(=CC1)C)C1=NC=C(C(=C1)NC1=C2C(=NC=C1)C=NN2CC2=CC=C(C=C2)OC)C (N-(3′-Fluoro-5,6′-dimethyl-2,2′-bipyridin-4-yl)-1-(4-methoxybenzyl)-1H-pyrazolo[4,3-b]pyridin-7-amine), FC=1C(=NC(=CC1)C)C1=NC=C(C(=C1)NC=1C=2C(N=CC1)=CN(N2)CC2=CC=C(C=C2)OC)C (N-(3′-fluoro-5,6′-dimethyl-2,2′-bipyridin-4-yl)-2-(4-methoxybenzyl)-2H-pyrazolo[4,3-b]pyridin-7-amine), C(=O)(C(F)(F)F)O (TFA). Run at temperature 70 celsius. Yields the product FC=1C(=NC(=CC1)C)C1=NC=C(C(=C1)NC1=C2C(=NC=C1)C=NN2)C (N-(3′-fluoro-5,6′-dimethyl-2,2′-bipyridin-4-yl)-1H-pyrazolo[4,3-b]pyridin-7-amine). Isolated yield 72.8%. RXN SMILES: [F:1][C:2]1[C:3]([C:9]2[CH:14]=[C:13]([NH:15][C:16]3[CH:21]=[CH:20][N:19]=[C:18]4[CH:22]=[N:23][N:24](CC5C=CC(OC)=CC=5)[C:17]=34)[C:12]([CH3:34])=[CH:11][N:10]=2)=[N:4][C:5]([CH3:8])=[CH:6][CH:7]=1.FC1C(C2C=C(NC3C4C(=CN(CC5C=CC(OC)=CC=5)N=4)N=CC=3)C(C)=CN=2)=NC(C)=CC=1.C(O)(C(F)(F)F)=O>>[F:1][C:2]1[C:3]([C:9]2[CH:14]=[C:13]([NH:15][C:16]3[CH:21]=[CH:20][N:19]=[C:18]4[CH:22]=[N:23][NH:24][C:17]=34)[C:12]([CH3:34])=[CH:11][N:10]=2)=[N:4][C:5]([CH3:8])=[CH:6][CH:7]=1. Procedure: N-(3′-Fluoro-5,6′-dimethyl-2,2′-bipyridin-4-yl)-1-(4-methoxybenzyl)-1H-pyrazolo[4,3-b]pyridin-7-amine and N-(3′-fluoro-5,6′-dimethyl-2,2′-bipyridin-4-yl)-2-(4-methoxybenzyl)-2H-pyrazolo[4,3-b]pyridin-7-amine and TFA (6.2 mL) were combined and heated at 70° C. for 3 hours. The reaction mixture was cooled, concentrated, and the residue combined with dichloromethane (20 mL). To this mixture was added saturated sodium bicarbonate (20 mL) and the reaction was let stand for 10 minutes to give a solid ... The product is N1=CC=C(C=C1)CC(C(=O)N)C (2-((pyridin-4-yl)methyl)propanamide). The solvent is C(Cl)Cl (DCM). Run at time 1.5 hour. As a reaction SMILES: C(Cl)(=O)C(Cl)=O.[N:7]1[CH:12]=[CH:11][C:10]([CH2:13][CH:14]([CH3:18])[C:15](O)=[O:16])=[CH:9][CH:8]=1.[NH3:19]>C(Cl)Cl>[N:7]1[CH:12]=[CH:11][C:10]([CH2:13][CH:14]([CH3:18])[C:15]([NH2:19])=[O:16])=[CH:9][CH:8]=1. Isolated yield 92.9%. The reactants are C(C(=O)Cl)(=O)Cl (Oxalyl chloride), N1=CC=C(C=C1)CC(C(=O)O)C (2-((pyridin-4-yl)methyl)propanoic acid), N (ammonia), acid chloride. Procedure details: Oxalyl chloride (154 mg, 1.21 mmol) was added to a stirred solution of 2-((pyridin-4-yl)methyl)propanoic acid (100 mg, 0.61 mmol) in DCM (5 ml) at 0° C. under an atmosphere of nitrogen and stirred for 1.5 h at room temperature. The reaction mixture was concentrated under reduced pressure to give the crude acid chloride. Aqueous ammonia (5 ml) was added to the above acid chloride solution at 0° C. and stirred for 30 min. The reaction mixture was extracted with ethyl acetate. The combined ethyl ac... Reactants: C[C@@]12CCC(N[C@@H]2CCC2=C1C=CC(=C2)Br)=O ((4aR)-(10bR)-10b-methyl-8-bromo-1,2,3,4,4a,5,6,10b-octahydrobenzo[f]quinolin-3-one), solution, C[Li] (methyllithium), C(C)OCC (diethyl ether), solution, C(C)(C)(C)[Li] (t-butyllithium), CCCCC (pentane), ClC1=C(C=O)C=CC=C1 (2-chlorobenzaldehyde). The solvent is C1CCOC1 (THF). Run at time 10 minute. The product is ClC1=C(C(=O)C2=CC3=C([C@]4(CCC(N([C@@H]4CC3)C)=O)C)C=C2)C=CC=C1 ((4aR)-(10bR)-8-(2-chlorobenzoyl)-4,10b-dimethyl-1,2,3,4,4a,-5,6,10b-octahydrobenzo[f]quinolin-3-one). Isolated yield 47.0%. Reaction SMILES: [CH3:1][C@@:2]12[C:11]3[CH:12]=[CH:13][C:14](Br)=[CH:15][C:10]=3[CH2:9][CH2:8][C@H:7]1[NH:6][C:5](=[O:17])[CH2:4][CH2:3]2.C[Li].[CH2:20](OCC)C.C([Li])(C)(C)C.CCCCC.[Cl:35][C:36]1[CH:43]=[CH:42][CH:41]=[CH:40][C:37]=1[CH:38]=[O:39]>C1COCC1>[Cl:35][C:36]1[CH:43]=[CH:42][CH:41]=[CH:40][C:37]=1[C:38]([C:14]1[CH:13]=[CH:12][C:11]2[C@:2]3([CH3:1])[C@@H:7]([CH2:8][CH2:9][C:10]=2[CH:15]=1)[N:6]([CH3:20])[C:5](=[O:17])[CH2:4][CH2:3]3)=[O:39]. Procedure: To a solution of (4aR)-(10bR)-10b-methyl-8-bromo-1,2,3,4,4a,5,6,10b-octahydrobenzo[f]quinolin-3-one in 50 mL of THF at -78° under an atmosphere of nitrogen was added 2.25 mL of a 1.4M solution of methyllithium in diethyl ether (3.15 mmol). After 10 min, 3.34 mL of a 1.7M solution of t-butyllithium in pentane (5.68 mmol) was added. The reaction mixture was stirred for 10 min before the addition of 2-chlorobenzaldehyde (870 mL, 7.72 mmol) as a single aliquot. The reaction was warmed to room temper... Starting materials: Br, CC(=O)O, CC(O)c1ccc(Cl)c(Cl)c1. Product: CC(Br)c1ccc(Cl)c(Cl)c1. Reaction SMILES: [BrH:1].[C:13]([OH:14])(=[O:15])[CH3:16].[Cl:2][c:3]1[cH:4][c:5]([CH:10]([CH3:11])[OH:12])[cH:6][cH:7][c:8]1[Cl:9]>>[Br:1][CH:10]([c:5]1[cH:4][c:3]([Cl:2])[c:8]([Cl:9])[cH:7][cH:6]1)[CH3:11]. The reactants are CCOC(C)=O, COc1ccc(Cl)cc1C(=O)Cl, NCCc1ccc(-c2ccc(O)cc2)cc1, [Na+], C1COCCO1, [OH-], O, c1ccccc1. Product: COc1ccc(Cl)cc1C(=O)NCCc1ccc(-c2ccc(O)cc2)cc1. RXN SMILES: [C:32]([O:33][CH2:34][CH3:35])(=[O:36])[CH3:37].[CH3:20][O:21][c:22]1[c:23]([C:24](=[O:25])[Cl:26])[cH:27][c:28]([Cl:31])[cH:29][cH:30]1.[NH2:1][CH2:2][CH2:3][c:4]1[cH:5][cH:6][c:7](-[c:10]2[cH:11][cH:12][c:13]([OH:16])[cH:14][cH:15]2)[cH:8][cH:9]1.[Na+:18].[O:44]1[CH2:45][CH2:46][O:47][CH2:48][CH2:49]1.[OH-:17].[OH2:19].[cH:38]1[cH:39][cH:40][cH:41][cH:42][cH:43]1>>[NH:1]([CH2:2][CH2:3][c:4]1[cH:5][cH:6][c:7](-[c:10]2[cH:11][cH:12][c:13]([OH:16])[cH:14][cH:15]2)[cH:8][cH:9]1)[C:24]([c:23]1[c:22]([O:21][CH3:20])[cH:30][cH:29][c:28]([Cl:31])[cH:27]1)=[O:25]. Reactants: C(C)(C)(C)OC(=O)N1CC(CCC1)C(=O)O ((RS)-piperidine-1,3-dicarboxylic acid 1-tert.-butyl ester), ClC1=NC(=NC(=N1)OC)OC (2-chloro4,6-dimethoxy-[1,3,5]-triazine), C1CCOC1 (THF), Cl.C(C)OC(CCN)=O (β-alanine ethyl ester hydrochloride). The solvent is C(C)(=O)OCC (ethyl acetate). Conditions: time 18 hour. The product is C(C)(C)(C)OC(=O)N1CC(CCC1)C(NCCC(=O)OCC)=O ((RS)-3-(2-ethoxycarbonyl-ethylcarbamoyl)-piperidine-1-carboxylic acid tert.-butyl ester). Isolated yield 93.9%. Reaction SMILES: [C:1]([O:5][C:6]([N:8]1[CH2:13][CH2:12][CH2:11][CH:10]([C:14]([OH:16])=O)[CH2:9]1)=[O:7])([CH3:4])([CH3:3])[CH3:2].ClC1N=C(OC)N=C(OC)N=1.C1COCC1.Cl.[CH2:34]([O:36][C:37](=[O:41])[CH2:38][CH2:39][NH2:40])[CH3:35]>C(OCC)(=O)C>[C:1]([O:5][C:6]([N:8]1[CH2:13][CH2:12][CH2:11][CH:10]([C:14](=[O:16])[NH:40][CH2:39][CH2:38][C:37]([O:36][CH2:34][CH3:35])=[O:41])[CH2:9]1)=[O:7])([CH3:2])([CH3:3])[CH3:4] |f:3.4|. Procedure: 4.59 g of (RS)-piperidine-1,3-dicarboxylic acid 1-tert.-butyl ester, 3.51 g of 2-chloro4,6-dimethoxy-[1,3,5]-triazine (CDMT), 60 ml of THF and 2.25 ml of N-MM are stirred under argon at 0° C. for 3 hrs. After the addition of 3.07 g of β-alanine ethyl ester hydrochloride and 2.25 ml of N-MM the mixture is stirred at RT for 18 hrs. The reaction mixture is diluted with ethyl acetate and washed in sequence with ice-cold dilute hydrochloric acid, water, dilute sodium carbonate solution, water and sat... Starting materials: CO, COC(=O)c1cccc(Oc2cc(N)c([N+](=O)[O-])cn2)c1. The product is COC(=O)c1cccc(Oc2cc(N)c(N)cn2)c1. Reaction SMILES: [CH3:22][OH:23].[NH2:1][c:2]1[cH:3][c:4]([O:11][c:12]2[cH:13][c:14]([C:15](=[O:16])[O:17][CH3:18])[cH:19][cH:20][cH:21]2)[n:5][cH:6][c:7]1[N+:8]([O-:9])=[O:10]>>[NH2:1][c:2]1[cH:3][c:4]([O:11][c:12]2[cH:13][c:14]([C:15](=[O:16])[O:17][CH3:18])[cH:19][cH:20][cH:21]2)[n:5][cH:6][c:7]1[NH2:8]. Reactants: C(C1=CC=CC=C1)OC=1C(=C(C(=O)OCC2=CC=CC=C2)C=CC1)F (benzyl 3-benzyloxy-2-fluorobenzoate), [OH-].[K+] (potassium hydroxide). The solvent is CO (methanol). Yields the product C(C1=CC=CC=C1)OC=1C(=C(C(=O)O)C=CC1)F (3-Benzyloxy-2-fluorobenzoic acid). Yield: 93.4%. Reaction SMILES: [CH2:1]([O:8][C:9]1[C:10]([F:25])=[C:11]([CH:22]=[CH:23][CH:24]=1)[C:12]([O:14]CC1C=CC=CC=1)=[O:13])[C:2]1[CH:7]=[CH:6][CH:5]=[CH:4][CH:3]=1.[OH-].[K+]>CO>[CH2:1]([O:8][C:9]1[C:10]([F:25])=[C:11]([CH:22]=[CH:23][CH:24]=1)[C:12]([OH:14])=[O:13])[C:2]1[CH:3]=[CH:4][CH:5]=[CH:6][CH:7]=1 |f:1.2|. Reported procedure: To a solution of benzyl 3-benzyloxy-2-fluorobenzoate (7.13 g, 21 mmol) in methanol (40 ml) was added an aqueous solution of potassium hydroxide (2.38 g, 42 mmol in 40 ml of water) and the mixture heated at reflux for 30 min. The reaction mixture was cooled, washed with diethyl ether (20 ml) and the ethereal layer was discarded. The aqueous layer was acidified to pH 2 with concentrated HCl and extracted with ethyl acetate (3×40 ml). The combined organic extracts were washed with brine (20 ml), dr... The reactants are BrCCCCBr, [Cl-], [H-], CCOC(=O)Cc1ccc([N+](=O)[O-])c(OCC(F)(F)F)c1, [NH4+], [Na+], CN(C)C=O. Product: CCOC(=O)C1(c2ccc([N+](=O)[O-])c(OCC(F)(F)F)c2)CCCC1. Reaction SMILES: [Br:24][CH2:25][CH2:26][CH2:27][CH2:28][Br:29].[Cl-:30].[H-:23].[N+:1](=[O:2])([O-:3])[c:4]1[c:5]([O:16][CH2:17][C:18]([F:19])([F:20])[F:21])[cH:6][c:7]([CH2:10][C:11](=[O:12])[O:13][CH2:14][CH3:15])[cH:8][cH:9]1.[NH4+:31].[Na+:22].[O:32]=[CH:33][N:34]([CH3:35])[CH3:36]>>[N+:1](=[O:2])([O-:3])[c:4]1[c:5]([O:16][CH2:17][C:18]([F:19])([F:20])[F:21])[cH:6][c:7]([C:10]2([C:11](=[O:12])[O:13][CH2:14][CH3:15])[CH2:25][CH2:26][CH2:27][CH2:28]2)[cH:8][cH:9]1. The reactants are C1CCC2=NCCCN2CC1, Cc1ccccc1, CCOC(=O)c1sc(N2CCC(NC(=O)c3[nH]c(C)c(Cl)c3Cl)C(OC)C2)nc1CO, [N-]=[N+]=NP(=O)(c1ccccc1)c1ccccc1. Yields the product CCOC(=O)c1sc(N2CCC(NC(=O)c3[nH]c(C)c(Cl)c3Cl)C(OC)C2)nc1CN=[N+]=[N-]. Reaction SMILES: [CH2:49]1[CH2:50][CH2:51][C:52]2=[N:57][CH2:56][CH2:55][CH2:54][N:53]2[CH2:58][CH2:59]1.[CH3:60][c:61]1[cH:62][cH:63][cH:64][cH:65][cH:66]1.[Cl:1][c:2]1[c:3]([C:9](=[O:10])[NH:11][CH:12]2[CH:13]([O:30][CH3:31])[CH2:14][N:15]([c:18]3[s:19][c:20]([C:25](=[O:26])[O:27][CH2:28][CH3:29])[c:21]([CH2:23][OH:24])[n:22]3)[CH2:16][CH2:17]2)[nH:4][c:5]([CH3:8])[c:6]1[Cl:7].[c:32]1([P:33]([c:34]2[cH:35][cH:36][cH:37][cH:38][cH:39]2)(=[O:40])[N:46]=[N+:47]=[N-:48])[cH:41][cH:42][cH:43][cH:44][cH:45]1>>[Cl:1][c:2]1[c:3]([C:9](=[O:10])[NH:11][CH:12]2[CH:13]([O:30][CH3:31])[CH2:14][N:15]([c:18]3[s:19][c:20]([C:25](=[O:26])[O:27][CH2:28][CH3:29])[c:21]([CH2:23][N:46]=[N+:47]=[N-:48])[n:22]3)[CH2:16][CH2:17]2)[nH:4][c:5]([CH3:8])[c:6]1[Cl:7].